Dataset: the Open Reaction Database (ORD), a public repository of structured organic reaction records. Task: describe an organic reaction: reactants, conditions, products, and yield Reactants: C=CC#N, CCOC(C)=O, CNc1ccccc1O, O. RXN SMILES: [CH2:10]=[CH:11][C:12]#[N:13].[CH3:15][CH2:16][O:17][C:18](=[O:19])[CH3:20].[CH3:1][NH:2][c:3]1[c:4]([OH:9])[cH:5][cH:6][cH:7][cH:8]1.[OH2:14]>>[CH3:1][NH:2][c:3]1[c:4]([O:9][CH2:10][CH2:11][C:12]#[N:13])[cH:5][cH:6][cH:7][cH:8]1. Yields the product CNc1ccccc1OCCC#N. Reported procedure: The 8-[2-(4-isopropyl-1,3-thiazol-2-yl)ethyl]-2-morpholino-3-(1-p-methoxybenzyl-1,2,3,4-tetrazol-5-yl)-4H-pyrido[1,2-a]pyrimidin-4-one (10 mg) obtained in (C) was dissolved in trifluoroacetic acid (1 ml) and added with anisole (50 ml), and then stirred at room temperature for 4 hours. After the solvent was evaporated, the residue was purified by silica gel column chromatography to obtain the title compound (7 mg) as yellow powder. Product: C(C)(C)C=1N=C(SC1)CCC1=CC=2N(C(C(=C(N2)N2CCOCC2)C2=NN=NN2)=O)C=C1 (8-[2-(4-Isopropyl-1,3-thiazol-2-yl)ethyl]-2-morpholino-3-(1H-1,2,3,4-tetrazol-5-yl)-4H-pyrido[1,2-a]pyrimidin-4-one). The reactants are C(C)(C)C=1N=C(SC1)CCC1=CC=2N(C(C(=C(N2)N2CCOCC2)C2=NN=NN2CC2=CC=C(C=C2)OC)=O)C=C1 (8-[2-(4-isopropyl-1,3-thiazol-2-yl)ethyl]-2-morpholino-3-(1-p-methoxybenzyl-1,2,3,4-tetrazol-5-yl)-4H-pyrido[1,2-a]pyrimidin-4-one), C(C)(C)C=1N=C(SC1)CCC1=CC=2N(C(C(=C(N2)N2CCOCC2)C2=NN=NN2CC2=CC=C(C=C2)OC)=O)C=C1 (8-[2-(4-Isopropyl-1,3-thiazol-2-yl)ethyl]-2-morpholino-3-(1-p-methoxybenzyl-1,2,3,4-tetrazol-5-yl)-4H-pyrido[1,2-a]pyrimidin-4-one), C1(=CC=CC=C1)OC (anisole). Conditions: time 4 hour. The solvent is FC(C(=O)O)(F)F (trifluoroacetic acid). As a reaction SMILES: [CH:1]([C:4]1[N:5]=[C:6]([CH2:9][CH2:10][C:11]2[CH:41]=[CH:40][N:14]3[C:15](=[O:39])[C:16]([C:25]4[N:29](CC5C=CC(OC)=CC=5)[N:28]=[N:27][N:26]=4)=[C:17]([N:19]4[CH2:24][CH2:23][O:22][CH2:21][CH2:20]4)[N:18]=[C:13]3[CH:12]=2)[S:7][CH:8]=1)([CH3:3])[CH3:2].C1(OC)C=CC=CC=1>FC(F)(F)C(O)=O>[CH:1]([C:4]1[N:5]=[C:6]([CH2:9][CH2:10][C:11]2[CH:41]=[CH:40][N:14]3[C:15](=[O:39])[C:16]([C:25]4[NH:29][N:28]=[N:27][N:26]=4)=[C:17]([N:19]4[CH2:24][CH2:23][O:22][CH2:21][CH2:20]4)[N:18]=[C:13]3[CH:12]=2)[S:7][CH:8]=1)([CH3:3])[CH3:2]. The yield is 88.6%. The reactants are [N+](=O)([O-])C=1C=C2CCCC(C2=CC1)CCN1CCC(CC1)C1=CC(=C(C=C1)OC)OC (1-(2-(6-nitrotetralin-1-yl)ethyl)-4-(3,4-dimethoxyphenyl)piperidine). Solvent: CO (methanol). Product: NC=1C=C2CCCC(C2=CC1)CCN1CCC(CC1)C1=CC(=C(C=C1)OC)OC (1-(2-(6-aminotetralin-1-yl) ethyl)-4-(3,4-dimethoxyphenyl)piperidine). As a reaction SMILES: [N+:1]([C:4]1[CH:5]=[C:6]2[C:11](=[CH:12][CH:13]=1)[CH:10]([CH2:14][CH2:15][N:16]1[CH2:21][CH2:20][CH:19]([C:22]3[CH:27]=[CH:26][C:25]([O:28][CH3:29])=[C:24]([O:30][CH3:31])[CH:23]=3)[CH2:18][CH2:17]1)[CH2:9][CH2:8][CH2:7]2)([O-])=O>CO>[NH2:1][C:4]1[CH:5]=[C:6]2[C:11](=[CH:12][CH:13]=1)[CH:10]([CH2:14][CH2:15][N:16]1[CH2:17][CH2:18][CH:19]([C:22]3[CH:27]=[CH:26][C:25]([O:28][CH3:29])=[C:24]([O:30][CH3:31])[CH:23]=3)[CH2:20][CH2:21]1)[CH2:9][CH2:8][CH2:7]2. Procedure: A suspension of 3.2 g of 1-(2-(6-nitrotetralin-1-yl)ethyl)-4-(3,4-dimethoxyphenyl)piperidine in 50 ml of methanol is hydrogenated in the presence of 1.6 g of Pd/C (5%) until the absorption of hydrogen has come to a standstill. The catalyst is filtered off, and the filtrate is worked up in the customary manner and gives 1-(2-(6-aminotetralin-1-yl) ethyl)-4-(3,4-dimethoxyphenyl)piperidine. RXN SMILES: [C:1]([O-:5])(=[O:4])[CH2:2][OH:3].[Zr+4:6].[C:7]([O-:11])(=[O:10])[CH2:8][OH:9].[C:12]([O-:16])(=[O:15])[CH2:13][OH:14].[C:17]([O-:21])(=[O:20])[CH2:18][OH:19].[OH-].[NH4+:23]>O>[C:1]([O-:5])(=[O:4])[CH2:2][OH:3].[Zr+4:6].[NH4+:23].[NH4+:23].[C:7]([O-:11])(=[O:10])[CH2:8][OH:9].[C:12]([O-:16])(=[O:15])[CH2:13][OH:14].[C:17]([O-:21])(=[O:20])[CH2:18][OH:19].[C:1]([O-:5])(=[O:4])[CH2:2][OH:3].[C:1]([O-:5])(=[O:4])[CH2:2][OH:3].[Zr:6] |f:0.1.2.3.4,5.6,8.9.10.11.12.13.14.15.16|. Run in O (Water). Product: C(CO)(=O)[O-].[Zr+4].[NH4+].[NH4+].C(CO)(=O)[O-].C(CO)(=O)[O-].C(CO)(=O)[O-].C(CO)(=O)[O-].C(CO)(=O)[O-] (diammonium zirconium glycolate), [Zr] (zirconium). Reactants: C(CO)(=O)[O-].[Zr+4].C(CO)(=O)[O-].C(CO)(=O)[O-].C(CO)(=O)[O-] (zirconium glycolate), [OH-].[NH4+] (ammonium hydroxide). Procedure details: A 1 liter aqueous concentrate was prepared by dissolving 81.2 grams of commercially available dry zirconium glycolate in 500 ml. of 1 molar ammonium hydroxide solution at ambient temperature. Water was added so that the total volume of the concentrated solution was 1 liter. A diammonium zirconium glycolate concentrated solution had been formed with a zirconium concentration of 30 grams/liter, measured as ZrO2. The aqueous concentrate was added to water, at the rate of 10 ml. per liter of water, ... Reactants: ON=C(C1=CC=CC=C1)C1=CN=CN1C (N-hydroxy-1-(1-methyl-1H-imidazol-5-yl)-1-phenylmethanimine), Cl.ClCC=1N=C(SC1)N (4-(chloromethyl)-1,3-thiazol-2-amine hydrochloride), C([O-])([O-])=O.[Cs+].[Cs+] (cesium carbonate), [I-].[K+] (potassium iodide), N-N-dimethylformamide. Solvent: C(C)#N (acetonitrile). Reaction conditions: time 29 hour. The product is CN1C=NC=C1C(C1=CC=CC=C1)=NOCC=1N=C(SC1)N (4-[({[(1-methyl-1H-imidazol-5-yl)(phenyl)methylene]amino}oxy)methyl]-1,3-thiazol-2-amine). The yield is 17.9%. RXN SMILES: [OH:1][N:2]=[C:3]([C:10]1[N:14]([CH3:15])[CH:13]=[N:12][CH:11]=1)[C:4]1[CH:9]=[CH:8][CH:7]=[CH:6][CH:5]=1.Cl.Cl[CH2:18][C:19]1[N:20]=[C:21]([NH2:24])[S:22][CH:23]=1.C(=O)([O-])[O-].[Cs+].[Cs+].[I-].[K+]>C(#N)C>[CH3:15][N:14]1[C:10]([C:3](=[N:2][O:1][CH2:18][C:19]2[N:20]=[C:21]([NH2:24])[S:22][CH:23]=2)[C:4]2[CH:5]=[CH:6][CH:7]=[CH:8][CH:9]=2)=[CH:11][N:12]=[CH:13]1 |f:1.2,3.4.5,6.7|. Procedure details: To a solution of N-hydroxy-1-(1-methyl-1H-imidazol-5-yl)-1-phenylmethanimine (3.90 g, 19.4 mmol) and 4-(chloromethyl)-1,3-thiazol-2-amine hydrochloride (3.95 g, 21.3 mmol) in acetonitrile (50 mL) were added cesium carbonate (13.3 g, 40.7 mmol) and potassium iodide (322 mg, 1.93 mmol). After stirring at room temperature for 29 h, N-N-dimethylformamide (5 mL) was added and the mixture was further at room temperature for 72 h. The reaction mixture was filtered, the insolubles washed with acetone, a... Reactants: C(C1=CC=CC=C1)(=O)O (benzoic acid), OC1=C(C=C(C(=O)O)C=C1)C(C)=O (4-hydroxy-3-acetylbenzoic acid), C(C)(=O)OC(C)=O (acetic anhydride), C(Cl)Cl (methylene chloride), 4-N-dimethylaminopyridine. The solvent is O1CCCC1 (tetrahydrofuran), C(C)N(CC)CC (triethylamine). Yields the product C(C)(=O)OC1=C(C=C(C(=O)O)C=C1)C(C)=O (4-Acetoxy-3-acetylbenzoic acid). RXN SMILES: [OH:1][C:2]1[CH:10]=[CH:9][C:5]([C:6]([OH:8])=[O:7])=[CH:4][C:3]=1[C:11](=[O:13])[CH3:12].C(Cl)Cl.[C:17](OC(=O)C)(=[O:19])[CH3:18].C(O)(=O)C1C=CC=CC=1>C(N(CC)CC)C.O1CCCC1>[C:17]([O:1][C:2]1[CH:10]=[CH:9][C:5]([C:6]([OH:8])=[O:7])=[CH:4][C:3]=1[C:11](=[O:13])[CH3:12])(=[O:19])[CH3:18]. Procedure: To a suspension of 2.3 g. of 4-hydroxy-3-acetylbenzoic acid in 100 ml. of methylene chloride and 100 ml. of tetrahydrofuran, a mixture of 1.5 g. of triethylamine, 1.6 g. of 4-N-dimethylaminopyridine and 1.5 g. of acetic anhydride is added. The reaction mixture is heated at 50° for one hour. The solution is extracted with ethyl acetate, the organic layer washed with water and dilute hydrochloric acid and evaporated to dryness to yield 2.1 g. of the benzoic acid product. NMR in CDCl3 Starting materials: O (water), BrC=1C=NC=CC1C(=O)OC (Methyl 3-bromopyridine-4-carboxylate), C(C)[Zn]CC (diethyl zinc), (1,1′-bis(diphenylphosphino)ferrocene)dichloropalladium, Cl (HCl). Solvent: O1CCOCC1 (dioxane). Conditions: temperature 70 celsius. Yields the product C(C)C=1C=NC=CC1C(=O)OC (methyl 3-ethylpyridine-4-carboxylate). Yield: 21.2%. RXN SMILES: Br[C:2]1[CH:3]=[N:4][CH:5]=[CH:6][C:7]=1[C:8]([O:10][CH3:11])=[O:9].[CH2:12]([Zn]CC)[CH3:13].O.Cl>O1CCOCC1>[CH2:12]([C:2]1[CH:3]=[N:4][CH:5]=[CH:6][C:7]=1[C:8]([O:10][CH3:11])=[O:9])[CH3:13]. Reported procedure: Methyl 3-bromopyridine-4-carboxylate (5 g, 23.1 mmol) was dissolved in anhydrous dioxane (150 mL). A solution of diethyl zinc (18.9 mL, 20.8 mmol, 1.1 M in toluene) was added dropwise and then was added catalyst ((1,1′-bis(diphenylphosphino)ferrocene)dichloropalladium (254 mg, 347 μmol). The mixture was heated at 70° C. for 3.5 hours and then water followed with 1 N HCl was added. The mixture was extracted 3 times with ethyl acetate. The combined organic phase was washed with brine and dried ove... The reactants are COC(=O)CC(NC(=O)OC(C)(C)C)C(=O)N1CCCC1, C=CCBr, C1CCOC1, C[Si](C)(C)[N-][Si](C)(C)C, [K+]. The product is C=CCC(C(=O)OC)C(NC(=O)OC(C)(C)C)C(=O)N1CCCC1. RXN SMILES: [C:1]([CH3:2])([CH3:3])([CH3:4])[O:5][C:6](=[O:7])[NH:8][CH:9]([CH2:10][C:11](=[O:12])[O:13][CH3:14])[C:15]([N:16]1[CH2:17][CH2:18][CH2:19][CH2:20]1)=[O:21].[CH2:32]([CH:33]=[CH2:34])[Br:35].[CH2:36]1[O:37][CH2:38][CH2:39][CH2:40]1.[CH3:22][Si:23]([CH3:24])([CH3:25])[N-:26][Si:27]([CH3:28])([CH3:29])[CH3:30].[K+:31]>>[C:1]([CH3:2])([CH3:3])([CH3:4])[O:5][C:6](=[O:7])[NH:8][CH:9]([CH:10]([C:11](=[O:12])[O:13][CH3:14])[CH2:34][CH:33]=[CH2:32])[C:15]([N:16]1[CH2:17][CH2:18][CH2:19][CH2:20]1)=[O:21]. Reactants: CCCCCCI, [Li], [NH2-], N, C1CCOC1, C#Cc1ccccc1O. Yields the product CCCCCCC#Cc1ccccc1O. RXN SMILES: [I:12][CH2:13][CH2:14][CH2:15][CH2:16][CH2:17][CH3:18].[Li:1].[NH2-:2].[NH3:19].[O:20]1[CH2:21][CH2:22][CH2:23][CH2:24]1.[OH:3][c:4]1[c:5]([C:10]#[CH:11])[cH:6][cH:7][cH:8][cH:9]1>>[OH:3][c:4]1[c:5]([C:10]#[C:11][CH2:13][CH2:14][CH2:15][CH2:16][CH2:17][CH3:18])[cH:6][cH:7][cH:8][cH:9]1.